From a dataset of the Open Reaction Database (ORD), a public repository of structured organic reaction records. describe an organic reaction: reactants, conditions, products, and yield The product is Cc1cc(C)c(CNC(=O)c2cc(-c3ccc(CN4CCOCC4)nc3)cc(N(C)C3CCCCC3)c2C)c(=O)[nH]1. Reactants: [BH3-]C#N, C1COCCN1, CC(=O)O, CO, Cc1cc(C)c(CNC(=O)c2cc(-c3ccc(C=O)nc3)cc(N(C)C3CCCCC3)c2C)c(=O)[nH]1, [Na+]. RXN SMILES: [C:47]([BH3-:48])#[N:49].[CH2:37]1[CH2:38][O:39][CH2:40][CH2:41][NH:42]1.[CH3:43][C:44](=[O:45])[OH:46].[CH3:51][OH:52].[CH:1]1([N:7]([c:8]2[c:9]([CH3:35])[c:10]([C:11](=[O:12])[NH:13][CH2:14][c:15]3[c:16](=[O:23])[nH:17][c:18]([CH3:22])[cH:19][c:20]3[CH3:21])[cH:24][c:25](-[c:27]3[cH:28][n:29][c:30]([CH:33]=[O:34])[cH:31][cH:32]3)[cH:26]2)[CH3:36])[CH2:2][CH2:3][CH2:4][CH2:5][CH2:6]1.[Na+:50]>>[CH:1]1([N:7]([c:8]2[c:9]([CH3:35])[c:10]([C:11](=[O:12])[NH:13][CH2:14][c:15]3[c:16](=[O:23])[nH:17][c:18]([CH3:22])[cH:19][c:20]3[CH3:21])[cH:24][c:25](-[c:27]3[cH:28][n:29][c:30]([CH2:33][N:42]4[CH2:37][CH2:38][O:39][CH2:40][CH2:41]4)[cH:31][cH:32]3)[cH:26]2)[CH3:36])[CH2:2][CH2:3][CH2:4][CH2:5][CH2:6]1.